This data is from the Open Reaction Database (ORD), a public repository of structured organic reaction records. The task is: describe an organic reaction: reactants, conditions, products, and yield The reactants are N1[C@H](CC2=CN(C3=CC=CC=C23)CC(=O)OC)C(=O)N[C@H](CC(O)=O)C(=O)N2[C@H](C(=O)N[C@H](C(C)C)C(=O)N[C@@H](CC(C)C)C1=O)CCC2 (cyclo(-DTrp(CH2COOCH3)-DAsp-Pro-DVal-Leu-)), CN.CO (methylamine methanol). Yields the product N1[C@H](CC2=CN(C3=CC=CC=C23)CC(=O)NC)C(=O)N[C@H](CC(O)=O)C(=O)N2[C@H](C(=O)N[C@H](C(C)C)C(=O)N[C@@H](CC(C)C)C1=O)CCC2 (cyclo(-DTrp(CH2CONHCH3)-DAsp-Pro-DVal-Leu-)). As a reaction SMILES: [NH:1]1[C:45](=[O:46])[C@H:40]([CH2:41][CH:42]([CH3:44])[CH3:43])[NH:39][C:37](=[O:38])[C@@H:33]([CH:34]([CH3:36])[CH3:35])[NH:32][C:30](=[O:31])[C@@H:29]2[CH2:47][CH2:48][CH2:49][N:28]2[C:26](=[O:27])[C@@H:21]([CH2:22][C:23](=[O:25])[OH:24])[NH:20][C:18](=[O:19])[C@H:2]1[CH2:3][C:4]1[C:12]2[C:7](=[CH:8][CH:9]=[CH:10][CH:11]=2)[N:6]([CH2:13][C:14]([O:16]C)=O)[CH:5]=1.[CH3:50][NH2:51].CO>>[NH:1]1[C:45](=[O:46])[C@H:40]([CH2:41][CH:42]([CH3:43])[CH3:44])[NH:39][C:37](=[O:38])[C@@H:33]([CH:34]([CH3:35])[CH3:36])[NH:32][C:30](=[O:31])[C@@H:29]2[CH2:47][CH2:48][CH2:49][N:28]2[C:26](=[O:27])[C@@H:21]([CH2:22][C:23](=[O:25])[OH:24])[NH:20][C:18](=[O:19])[C@H:2]1[CH2:3][C:4]1[C:12]2[C:7](=[CH:8][CH:9]=[CH:10][CH:11]=2)[N:6]([CH2:13][C:14]([NH:51][CH3:50])=[O:16])[CH:5]=1 |f:1.2|. Procedure: cyclo(-DTrp(CH2COOCH3)-DAsp-Pro-DVal-Leu-) prepared in Example 90 was allowed to react with 40% methylamine/methanol as the same procedure described in Example 91 to give the title compound.